From a dataset of the Open Reaction Database (ORD), a public repository of structured organic reaction records. describe an organic reaction: reactants, conditions, products, and yield Starting materials: [N+](=O)([O-])C=1C=C2C3=C(N4C2=C(C1)CC4)CCCCCC3 (2-nitro-4,5,7,8,9,10,11,12-octahydrocycloocta[b]pyrrolo[3,2,1-hi]indole). The reagents and catalysts are [Pd] (palladium on carbon). The solvent is C(C)O (ethanol). Product: C1=C2C3=C(N4C2=C(C=C1N)CC4)CCCCCC3 (4,5,7,8,9,10,11,12-octahydrocycloocta[b]pyrrolo[3,2,1-hi]indol-2-amine). Reaction SMILES: [N+:1]([C:4]1[CH:5]=[C:6]2[C:10]3=[C:11]([CH2:13][CH2:14][N:9]3[C:8]3[CH2:15][CH2:16][CH2:17][CH2:18][CH2:19][CH2:20][C:7]2=3)[CH:12]=1)([O-])=O>[Pd].C(O)C>[CH:5]1[C:4]([NH2:1])=[CH:12][C:11]2[CH2:13][CH2:14][N:9]3[C:10]=2[C:6]=1[C:7]1[CH2:20][CH2:19][CH2:18][CH2:17][CH2:16][CH2:15][C:8]=13. Procedure details: Following the procedure of Example 1, Step 3, 2-nitro-4,5,7,8,9,10,11,12-octahydrocycloocta[b]pyrrolo[3,2,1-hi]indole (2.0 g, 7.4 mmol) and 5% palladium on carbon (0.25 g) in ethanol (25 mL) was hydrogenated to provide 4,5,7,8,9,10,11,12-octahydrocycloocta[b]pyrrolo[3,2,1-hi]indol-2-amine. MS (ES) m/z 241.2; HRMS: calcd for C16H20N2+H+, 241.16992; found (ESI, [M+H]+), 241.1693.